This data is from the Open Reaction Database (ORD), a public repository of structured organic reaction records. The task is: describe an organic reaction: reactants, conditions, products, and yield Starting materials: O=Cc1ccc(Br)cc1, C1CCOC1, Cl, c1ccc(C2CNCCO2)cc1. The product is Brc1ccc(CN2CCOC(c3ccccc3)C2)cc1. As a reaction SMILES: [Br:1][c:2]1[cH:3][cH:4][c:5]([CH:6]=[O:7])[cH:8][cH:9]1.[CH2:23]1[O:24][CH2:25][CH2:26][CH2:27]1.[ClH:10].[c:11]1([CH:17]2[O:18][CH2:19][CH2:20][NH:21][CH2:22]2)[cH:12][cH:13][cH:14][cH:15][cH:16]1>>[Br:1][c:2]1[cH:3][cH:4][c:5]([CH2:6][N:21]2[CH2:20][CH2:19][O:18][CH:17]([c:11]3[cH:12][cH:13][cH:14][cH:15][cH:16]3)[CH2:22]2)[cH:8][cH:9]1.